Dataset: the Open Reaction Database (ORD), a public repository of structured organic reaction records. Task: describe an organic reaction: reactants, conditions, products, and yield The reactants are O=C(Cl)c1ccccc1, CC=NNc1ccc(OC)cc1, CCOCC, c1ccncc1. Product: CC=NN(C(=O)c1ccccc1)c1ccc(OC)cc1. RXN SMILES: [C:13]([c:14]1[cH:15][cH:16][cH:17][cH:18][cH:19]1)(=[O:20])[Cl:21].[CH3:1][O:2][c:3]1[cH:4][cH:5][c:6]([NH:9][N:10]=[CH:11][CH3:12])[cH:7][cH:8]1.[CH3:28][CH2:29][O:30][CH2:31][CH3:32].[cH:22]1[cH:23][cH:24][n:25][cH:26][cH:27]1>>[CH3:1][O:2][c:3]1[cH:4][cH:5][c:6]([N:9]([N:10]=[CH:11][CH3:12])[C:13]([c:14]2[cH:15][cH:16][cH:17][cH:18][cH:19]2)=[O:20])[cH:7][cH:8]1. Reactants: CC(=O)O, CC(C)Oc1cc(Nc2nc(NC(CO)c3ccc(F)cc3)c(CN)cc2F)n[nH]1. The product is CC(=O)NCc1cc(F)c(Nc2cc(OC(C)C)[nH]n2)nc1NC(CO)c1ccc(F)cc1. RXN SMILES: [CH3:31][C:32]([OH:33])=[O:34].[NH2:1][CH2:2][c:3]1[c:4]([NH:20][CH:21]([CH2:22][OH:23])[c:24]2[cH:25][cH:26][c:27]([F:30])[cH:28][cH:29]2)[n:5][c:6]([NH:10][c:11]2[n:12][nH:13][c:14]([O:16][CH:17]([CH3:18])[CH3:19])[cH:15]2)[c:7]([F:9])[cH:8]1>>[NH:1]([CH2:2][c:3]1[c:4]([NH:20][CH:21]([CH2:22][OH:23])[c:24]2[cH:25][cH:26][c:27]([F:30])[cH:28][cH:29]2)[n:5][c:6]([NH:10][c:11]2[n:12][nH:13][c:14]([O:16][CH:17]([CH3:18])[CH3:19])[cH:15]2)[c:7]([F:9])[cH:8]1)[C:32]([CH3:31])=[O:33]. Starting materials: [Ag+2], Br, O=C([O-])[O-], CI, c1ccccc1, O=C1CCCc2cc(=O)[nH]cc21. Product: Cn1cc2c(cc1=O)CCCC2=O. As a reaction SMILES: [Ag+2:26].[BrH:1].[C:22](=[O:23])([O-:24])[O-:25].[CH3:14][I:15].[cH:16]1[cH:17][cH:18][cH:19][cH:20][cH:21]1.[cH:2]1[nH:3][c:4](=[O:13])[cH:5][c:6]2[c:11]1[C:10](=[O:12])[CH2:9][CH2:8][CH2:7]2>>[cH:2]1[n:3]([CH3:14])[c:4](=[O:13])[cH:5][c:6]2[c:11]1[C:10](=[O:12])[CH2:9][CH2:8][CH2:7]2. Starting materials: CCOC(=O)c1ccc2c(c1)CC(C)(C)C(c1cccc(N)c1)N2, ClCCl, O=C(Cl)N1CCCCC1, c1ccncc1. RXN SMILES: [CH2:1]([CH3:2])[O:3][C:4](=[O:5])[c:6]1[cH:7][c:8]2[c:13]([cH:14][cH:15]1)[NH:12][CH:11]([c:16]1[cH:17][c:18]([NH2:22])[cH:19][cH:20][cH:21]1)[C:10]([CH3:23])([CH3:24])[CH2:9]2.[Cl:40][CH2:41][Cl:42].[N:31]1([C:37](=[O:38])[Cl:39])[CH2:32][CH2:33][CH2:34][CH2:35][CH2:36]1.[cH:25]1[cH:26][cH:27][n:28][cH:29][cH:30]1>>[CH2:1]([CH3:2])[O:3][C:4](=[O:5])[c:6]1[cH:7][c:8]2[c:13]([cH:14][cH:15]1)[NH:12][CH:11]([c:16]1[cH:17][c:18]([NH:22][C:37]([N:31]3[CH2:32][CH2:33][CH2:34][CH2:35][CH2:36]3)=[O:38])[cH:19][cH:20][cH:21]1)[C:10]([CH3:23])([CH3:24])[CH2:9]2. Product: CCOC(=O)c1ccc2c(c1)CC(C)(C)C(c1cccc(NC(=O)N3CCCCC3)c1)N2. Reactants: N1=CNC(C2=NC=CN=C12)=O (pteridin-4(3H)-one), P(=O)(Cl)(Cl)Cl (phosphorous oxychloride), S(=O)(Cl)Cl (thionyl chloride). Yields the product ClC1=NC2=NC=CN=C2C=N1 (chloro-pteridine). As a reaction SMILES: [N:1]1[C:10]2[C:5](=[N:6][CH:7]=[CH:8][N:9]=2)[C:4](=O)[NH:3][CH:2]=1.P(Cl)(Cl)([Cl:14])=O.S(Cl)(Cl)=O>>[Cl:14][C:2]1[N:3]=[CH:4][C:5]2[C:10](=[N:9][CH:8]=[CH:7][N:6]=2)[N:1]=1. Reported procedure: Reaction of pteridin-4(3H)-one IV′ with chlorinating agents such as phosphorous oxychloride or thionyl chloride affords chloro-pteridine V′. Suitable solvent for this reaction includes methylene chloride chloroform or toluene. The reactants are C=CS(=O)(=O)Oc1ccc(Cl)cc1C, O, O=[N+]([O-])O, O=S(=O)(O)O. The product is C=CS(=O)(=O)Oc1cc([N+](=O)[O-])c(Cl)cc1C. As a reaction SMILES: [Cl:1][c:2]1[cH:3][c:4]([CH3:14])[c:5]([O:8][S:9](=[O:10])(=[O:11])[CH:12]=[CH2:13])[cH:6][cH:7]1.[OH2:19].[OH:15][N+:16]([O-:17])=[O:18].[S:20](=[O:21])(=[O:22])([OH:23])[OH:24]>>[Cl:1][c:2]1[cH:3][c:4]([CH3:14])[c:5]([O:8][S:9](=[O:10])(=[O:11])[CH:12]=[CH2:13])[cH:6][c:7]1[N+:16](=[O:15])[O-:17]. Reactants: O=C(CCCCl)c1ccc(Br)cc1, O=C(Nc1cccc(C2CCNCC2)c1)C1CC1. Product: O=C(CCCN1CCC(c2cccc(NC(=O)C3CC3)c2)CC1)c1ccc(Br)cc1. RXN SMILES: [Br:1][c:2]1[cH:3][cH:4][c:5]([C:8]([CH2:9][CH2:10][CH2:11][Cl:12])=[O:13])[cH:6][cH:7]1.[NH:14]1[CH2:15][CH2:16][CH:17]([c:20]2[cH:21][c:22]([NH:26][C:27](=[O:28])[CH:29]3[CH2:30][CH2:31]3)[cH:23][cH:24][cH:25]2)[CH2:18][CH2:19]1>>[Br:1][c:2]1[cH:3][cH:4][c:5]([C:8]([CH2:9][CH2:10][CH2:11][N:14]2[CH2:15][CH2:16][CH:17]([c:20]3[cH:21][c:22]([NH:26][C:27](=[O:28])[CH:29]4[CH2:30][CH2:31]4)[cH:23][cH:24][cH:25]3)[CH2:18][CH2:19]2)=[O:13])[cH:6][cH:7]1.